Dataset: the Open Reaction Database (ORD), a public repository of structured organic reaction records. Task: describe an organic reaction: reactants, conditions, products, and yield Starting materials: Cl (hydrochloric acid), O=C1OC2=C(N1CC(=O)OCC)C=C(C(=C2)C2=CC=CC=C2)Cl (ethyl 2-oxo-5-chloro-6-phenyl-3-benzoxazolineacetate), resultant mixture. The solvent is C(C)(=O)O (acetic acid), O (water). Reaction conditions: temperature 60 celsius, time 1.5 hour. Yields the product O=C1OC2=C(N1CC(=O)O)C=C(C(=C2)C2=CC=CC=C2)Cl (2-oxo-5-chloro-6-phenyl-3-benzoxazolineacetic acid). As a reaction SMILES: [O:1]=[C:2]1[N:6]([CH2:7][C:8]([O:10]CC)=[O:9])[C:5]2[CH:13]=[C:14]([Cl:23])[C:15]([C:17]3[CH:22]=[CH:21][CH:20]=[CH:19][CH:18]=3)=[CH:16][C:4]=2[O:3]1.Cl>C(O)(=O)C.O>[O:1]=[C:2]1[N:6]([CH2:7][C:8]([OH:10])=[O:9])[C:5]2[CH:13]=[C:14]([Cl:23])[C:15]([C:17]3[CH:18]=[CH:19][CH:20]=[CH:21][CH:22]=3)=[CH:16][C:4]=2[O:3]1. Reported procedure: To a solution of ethyl 2-oxo-5-chloro-6-phenyl-3-benzoxazolineacetate (1.5 g) in acetic acid (10 ml) was added conc.hydrochloric acid (5 ml). The reaction mixture was stirred at 60° C. for 1.5 hours and then cooled to ambient temperature. The resultant mixture was diluted with water to precipitate crystals, which were separated by filtration, washed with water, dried and then recrystallized from a mixture of chloroform and acetone to give 2-oxo-5-chloro-6-phenyl-3-benzoxazolineacetic acid. The reactants are C(#N)C(CCC(=O)OC)(CCC(=O)OC)C1=C(C=CC=C1)F (Dimethyl 4-cyano-4-(2-fluorophenyl)heptanedioate), [H-].[Na+] (sodium hydride), CO (Methanol). The solvent is C1(=CC=CC=C1)C (toluene). Yields the product C(#N)C1(CCC(C(C1)C(=O)OC)=O)C1=C(C=CC=C1)F (Methyl 5-cyano-5-(2-fluorophenyl)-2-oxocyclohexane-1-carboxylate). The yield is 92.8%. As a reaction SMILES: [C:1]([C:3]([C:16]1[CH:21]=[CH:20][CH:19]=[CH:18][C:17]=1[F:22])([CH2:10][CH2:11][C:12]([O:14]C)=O)[CH2:4][CH2:5][C:6]([O:8][CH3:9])=[O:7])#[N:2].[H-].[Na+].CO>C1(C)C=CC=CC=1>[C:1]([C:3]1([C:16]2[CH:21]=[CH:20][CH:19]=[CH:18][C:17]=2[F:22])[CH2:4][CH:5]([C:6]([O:8][CH3:9])=[O:7])[C:12](=[O:14])[CH2:11][CH2:10]1)#[N:2] |f:1.2|. Procedure details: Dimethyl 4-cyano-4-(2-fluorophenyl)heptanedioate (D18, 35.86 g, 0.12 mol) was stirred under Ar in toluene (500 ml) as sodium hydride (80% in mineral oil, 3.5 g, 0.12 mol) was added. Methanol (10 ml) was added dropwise, and the mixture was then stirred at reflux for 16 h, partitioned between ethyl acetate and dilute HCl, and separated. The organic portion was washed with brine, dried (Na2SO4) and evaporated to an oil. This was dissolved in dichloromethane (500 ml), filtered, and evaporated to giv... Product: C(C(C)C)OC1=NC=C(C=C1C=1NC(C=2C(N1)=C(N(N2)C)CCC)=O)SC (5-[2-isobutoxy-5-(methylsulfanyl)-3-pyridinyl]-2-methyl-3-propyl-2,6-dihydro-7H-pyrazolo[4,3-d]pyrimidin-7-one). RXN SMILES: I[C:2]1[CH:3]=[C:4]([C:13]2[NH:14][C:15](=[O:26])[C:16]3[C:17](=[C:19]([CH2:23][CH2:24][CH3:25])[N:20]([CH3:22])[N:21]=3)[N:18]=2)[C:5]([O:8][CH2:9][CH:10]([CH3:12])[CH3:11])=[N:6][CH:7]=1.N[C:28](N)=[S:29].C([BH3-])#N.[Na+].[O-2].[Ca+2].CI>CN(C)C=O.C(OCC)(=O)C.C(O)(=O)CC(CC(O)=O)(C(O)=O)O.CC[PH+](CC)CC.CC[PH+](CC)CC.Cl[Ni]Cl>[CH2:9]([O:8][C:5]1[C:4]([C:13]2[NH:14][C:15](=[O:26])[C:16]3[C:17](=[C:19]([CH2:23][CH2:24][CH3:25])[N:20]([CH3:22])[N:21]=3)[N:18]=2)=[CH:3][C:2]([S:29][CH3:28])=[CH:7][N:6]=1)[CH:10]([CH3:12])[CH3:11] |f:2.3,4.5,10.11.12|. Run at time 1 hour. Procedure: The title compound of example 141 (500 mg, 1.07 mmol) and thiourea (90 mg, 1.18 mmol) were suspended in N,N-dimethylformamide (3 ml), degassed at 70° C., and treated with bis(triethylphosphine)nickel(II) chloride (20 mg, 0.05 mmol). Sodium cyanoborohydride (80 μl of 1M solution in THF, 0.08 mmol) was added, and the resultant black reaction mixture heated for ¾ h before further bis(triethylphosphine)nickel(II) chloride (60 mg, 0.16 mmol) and sodium cyanoborohydride (160 μl of 1M solution in THF, ... Solvent: C(C)(=O)OCC (ethyl acetate), C(CC(O)(C(=O)O)CC(=O)O)(=O)O (citric acid), CN(C=O)C (N,N-dimethylformamide). The reagents and catalysts are CC[PH+](CC)CC.CC[PH+](CC)CC.Cl[Ni]Cl (bis(triethylphosphine)nickel(II) chloride), CC[PH+](CC)CC.CC[PH+](CC)CC.Cl[Ni]Cl (bis(triethylphosphine)nickel(II) chloride). Reactants: IC=1C=C(C(=NC1)OCC(C)C)C=1NC(C=2C(N1)=C(N(N2)C)CCC)=O (5-(5-Iodo-2-isobutoxy-3-pyridinyl)-2-methyl-3-propyl-2,6-dihydro-7H-pyrazolo[4,3-d]pyrimidin-7-one), [O-2].[Ca+2] (calcium oxide), C(#N)[BH3-].[Na+] (sodium cyanoborohydride), NC(=S)N (thiourea), C(#N)[BH3-].[Na+] (Sodium cyanoborohydride), CI (methyl iodide). Starting materials: C(C)N(C(C1=CC(=C(C=C1)OC)OCC1=CC=NC=C1)=O)CC (N,N-diethyl-4-methoxy-3-(4-pyridinylmethoxy)benzamide), Cl.N1=CC=C(C=C1)CCl (4-picolylchloride hydrochloride), C(=O)([O-])[O-].[K+].[K+] (K2CO3), [I-].[K+] (potassium iodide), CN(C)C=O (DMF). The solvent is O (water). Run at temperature 80 celsius, time 2 hour. Yields the product C(C)N(C(C1=C(C(=C(C=C1)OC)OCC1=CC=NC=C1)C=O)=O)CC (N,N-DIETHYL -4-METHOXY-2-FORMYL-3-(4-PYRIDINYLMETHOXY)BENZAMIDE). Isolated yield 31.4%. As a reaction SMILES: [CH2:1]([N:3]([CH2:22][CH3:23])[C:4](=[O:21])[C:5]1[CH:10]=[CH:9][C:8]([O:11][CH3:12])=[C:7]([O:13][CH2:14][C:15]2[CH:20]=[CH:19][N:18]=[CH:17][CH:16]=2)[CH:6]=1)[CH3:2].Cl.N1C=CC(CCl)=CC=1.[C:33]([O-])([O-])=[O:34].[K+].[K+].[I-].[K+].CN(C=O)C>O>[CH2:22]([N:3]([CH2:1][CH3:2])[C:4](=[O:21])[C:5]1[CH:10]=[CH:9][C:8]([O:11][CH3:12])=[C:7]([O:13][CH2:14][C:15]2[CH:20]=[CH:19][N:18]=[CH:17][CH:16]=2)[C:6]=1[CH:33]=[O:34])[CH3:23] |f:1.2,3.4.5,6.7|. Reported procedure: A suspension of N,N-diethyl-4-methoxy-3-(4-pyridinylmethoxy)benzamide (19.0 g), 4-picolylchloride hydrochloride (15.0 g), K2CO3 (60.0 g) and potassium iodide (5.0 g) in DMF (500 mol) was stirred at 80° C. for 2 hours and then heated to 150° C. for 15 minutes. After cooling to room temperature, the mixture was poured into 3 l of water, and extracted twice with ethyl acetate. The combined organic phases were washed with 5% Na2CO3, dried (Na2SO4) and concentrated in vacuo. High performance liquid c...